From a dataset of the Open Reaction Database (ORD), a public repository of structured organic reaction records. describe an organic reaction: reactants, conditions, products, and yield The reactants are CCOCC ((C2H5)2O), ClC1=C2C3=C(NC2=CC=C1)N=C(NC3=O)NC(C(C)(C)C)=O (N-(5-chloro-4-oxo-4,9-dihydro-3H-pyrimido[4,5-b]indol-2-yl)-2,2-dimethyl propanamide), O=P(Cl)(Cl)Cl (POCl3), C(Cl)(Cl)Cl.CO (chloroform methanol). Run in C(Cl)(Cl)Cl (chloroform), CO (methanol). Conditions: temperature 115 celsius. The product is ClC1=NC(=NC=2NC3=CC=CC(=C3C21)Cl)NC(C(C)(C)C)=O (N-(4,5-dichloro-9H-pyrimido[4,5-b]indol-2-yl)-2,2-dimethyl propanamide). The yield is 70.0%. As a reaction SMILES: [Cl:1][C:2]1[CH:10]=[CH:9][CH:8]=[C:7]2[C:3]=1[C:4]1[C:14](=O)[NH:13][C:12]([NH:16][C:17](=[O:22])[C:18]([CH3:21])([CH3:20])[CH3:19])=[N:11][C:5]=1[NH:6]2.O=P(Cl)(Cl)[Cl:25].C(Cl)(Cl)Cl.CO.CCOCC>C(Cl)(Cl)Cl.CO>[Cl:25][C:14]1[C:4]2[C:3]3[C:7](=[CH:8][CH:9]=[CH:10][C:2]=3[Cl:1])[NH:6][C:5]=2[N:11]=[C:12]([NH:16][C:17](=[O:22])[C:18]([CH3:21])([CH3:20])[CH3:19])[N:13]=1 |f:2.3|. Procedure details: To 9 (2 g, 6.274 mmol) was added 30 mL of POCl3 in a 250 mL round bottom flask. The reaction mixture was refluxed at 110-120° C. for 4 hours. After this the POCl3 was evaporated and the mixture was neutralized using NH4OH. The aqueous mixture was filtered (the ppt being the compound). The filtrate too contained some compound. Therefore it was extracted using chloroform and ethyl acetate. The ppt. obtained was dissolved in chloroform and methanol. Both the dissolved ppt. and extracted filtrate we...